This data is from the Open Reaction Database (ORD), a public repository of structured organic reaction records. The task is: describe an organic reaction: reactants, conditions, products, and yield Starting materials: S(=O)([O-])S(=O)[O-].[Na+].[Na+] (sodium dithionite), C(C)(C)(C)OC(N[C@H]1CN(CCC1)C(C1=CC(=C(C=C1)NC)[N+](=O)[O-])=O)=O ((R)-tert-butyl(1-(4-(methylamino)-3-nitrobenzoyl)piperidin-3-yl)carbamate), C1(CC1)CN1C(=CC=2C1=NC=CC2)C=O (1-(cyclopropylmethyl)-1H-pyrrolo[2,3-b]pyridine-2-carbaldehyde). Solvent: O (water), C(C)O (ethanol), C(Cl)Cl (DCM). Yields the product C(C)(C)(C)OC(N[C@H]1CN(CCC1)C(=O)C1=CC2=C(N(C(=N2)C2=CC=3C(=NC=CC3)N2CC2CC2)C)C=C1)=O ((R)-tert-Butyl(1-(2-(1-(cyclopropylmethyl)-1H-pyrrolo[2,3-b]pyridin-2-yl)-1-methyl-1H-benzo[d]imidazole-5-carbonyl)piperidin-3-yl)carbamate). The yield is 39.3%. RXN SMILES: [CH:1]1([CH2:4][N:5]2[C:9]3=[N:10][CH:11]=[CH:12][CH:13]=[C:8]3[CH:7]=[C:6]2[CH:14]=O)[CH2:3][CH2:2]1.[C:16]([O:20][C:21](=[O:42])[NH:22][C@@H:23]1[CH2:28][CH2:27][CH2:26][N:25]([C:29](=[O:41])[C:30]2[CH:35]=[CH:34][C:33]([NH:36][CH3:37])=[C:32]([N+:38]([O-])=O)[CH:31]=2)[CH2:24]1)([CH3:19])([CH3:18])[CH3:17].S(S([O-])=O)([O-])=O.[Na+].[Na+]>C(O)C.O.C(Cl)Cl>[C:16]([O:20][C:21](=[O:42])[NH:22][C@@H:23]1[CH2:28][CH2:27][CH2:26][N:25]([C:29]([C:30]2[CH:35]=[CH:34][C:33]3[N:36]([CH3:37])[C:14]([C:6]4[N:5]([CH2:4][CH:1]5[CH2:2][CH2:3]5)[C:9]5=[N:10][CH:11]=[CH:12][CH:13]=[C:8]5[CH:7]=4)=[N:38][C:32]=3[CH:31]=2)=[O:41])[CH2:24]1)([CH3:19])([CH3:17])[CH3:18] |f:2.3.4|. Procedure details: A solution of 1-(cyclopropylmethyl)-1H-pyrrolo[2,3-b]pyridine-2-carbaldehyde (2 g, 8.99 mmol) in ethanol (90 mL) was added to a round bottom flask containing (R)-tert-butyl(1-(4-(methylamino)-3-nitrobenzoyl)piperidin-3-yl)carbamate (3.4 g, 8.98 mmol) and the resulting solution stirred at room temperature. A solution of sodium dithionite (3.14 g, 15.33 mmol) in water (45 mL) was added portionwise to the reaction mixture. The reaction mixture was heated to 100° C. and stirred under nitrogen for 4 ...